From a dataset of the Open Reaction Database (ORD), a public repository of structured organic reaction records. describe an organic reaction: reactants, conditions, products, and yield The solvent is CO (methanol). Procedure: To a solution of 2-fluoro-4-formyl-N-methylbenzamide (0.62 g) in methanol (17 mL) was added sodium borohydride (0.16 g) in small portions, and the mixture was stirred at room temperature for 3 days. To the reaction mixture was added aqueous ammonium chloride, and the mixture was extracted with ethyl acetate. The organic layer was washed with water and saturated brine, and dried over anhydrous magnesium sulfate, and the solvent was evaporated under reduced pressure. The residue was purified by si... Run at time 3 day. Yields the product FC1=C(C(=O)NC)C=CC(=C1)CO (2-fluoro-4-(hydroxymethyl)-N-methylbenzamide). The reactants are FC1=C(C(=O)NC)C=CC(=C1)C=O (2-fluoro-4-formyl-N-methylbenzamide), [BH4-].[Na+] (sodium borohydride), [Cl-].[NH4+] (ammonium chloride). Yield: 70.2%. As a reaction SMILES: [F:1][C:2]1[CH:11]=[C:10]([CH:12]=[O:13])[CH:9]=[CH:8][C:3]=1[C:4]([NH:6][CH3:7])=[O:5].[BH4-].[Na+].[Cl-].[NH4+]>CO>[F:1][C:2]1[CH:11]=[C:10]([CH2:12][OH:13])[CH:9]=[CH:8][C:3]=1[C:4]([NH:6][CH3:7])=[O:5] |f:1.2,3.4|.